From a dataset of the Open Reaction Database (ORD), a public repository of structured organic reaction records. describe an organic reaction: reactants, conditions, products, and yield Starting materials: CC(CC(C)=O)=O (2,4-pentanedione), NC1=CC=CC=C1 (aniline), [O-]S(=O)(=O)[O-].[Mg+2] (MgSO4). Reaction conditions: temperature 100 celsius, time 12 hour. Product: C1(=CC=CC=C1)N=C(C)CC(C)=O (2-phenylimino-4-pentanone). The yield is 69.1%. As a reaction SMILES: [CH3:1][C:2](=[O:7])[CH2:3][C:4](=O)[CH3:5].[NH2:8][C:9]1[CH:14]=[CH:13][CH:12]=[CH:11][CH:10]=1.[O-]S([O-])(=O)=O.[Mg+2]>>[C:9]1([N:8]=[C:4]([CH2:3][C:2](=[O:7])[CH3:1])[CH3:5])[CH:14]=[CH:13][CH:12]=[CH:11][CH:10]=1 |f:2.3|. Reported procedure: 500 g of 2,4-pentanedione, 600 g of aniline, and 1000 g of MgSO4 were mixed together at 100° C., and the mixed solution was stirred for 12 hours at 100° C. Then, the solid portion was precipitated, and the liquid portion was recrystallized upon addition of n-pentane to get 605 g of yellow 2-phenylimino-4-pentanone solid (70% yield). From the NMR analysis, the structure was confirmed; 1H-NMR(CDCl3) δ1.98(s, CH3), 2.10(s, CH3), 5.18(s, ═CH), 7.20(m, Ph), 12.6(brs, NH). Reactants: O (water), NC1=C(C=CC=C1)S(=O)(=O)N1C(NC2=CC(=CC=C2C1=O)Cl)=O (3-(2-aminobenzenesulfonyl)-7-chloro-2.4(1H,3H)-quinazolinedione), resultant mixture, CS(=O)(=O)Cl (methanesulfonyl chloride). Solvent: N1=CC=CC=C1 (pyridine). Product: ClC1=CC=C2C(N(C(NC2=C1)=O)S(=O)(=O)C1=C(C=CC=C1)NS(=O)(=O)C)=O (7-chloro-3-(2-methylsulfonylaminobenzenesulfonyl)-2,4(1H,3H)-quinazolinedione). The yield is 66.7%. As a reaction SMILES: [NH2:1][C:2]1[CH:7]=[CH:6][CH:5]=[CH:4][C:3]=1[S:8]([N:11]1[C:20](=[O:21])[C:19]2[C:14](=[CH:15][C:16]([Cl:22])=[CH:17][CH:18]=2)[NH:13][C:12]1=[O:23])(=[O:10])=[O:9].[CH3:24][S:25](Cl)(=[O:27])=[O:26].O>N1C=CC=CC=1>[Cl:22][C:16]1[CH:15]=[C:14]2[C:19]([C:20](=[O:21])[N:11]([S:8]([C:3]3[CH:4]=[CH:5][CH:6]=[CH:7][C:2]=3[NH:1][S:25]([CH3:24])(=[O:27])=[O:26])(=[O:10])=[O:9])[C:12](=[O:23])[NH:13]2)=[CH:18][CH:17]=1. Procedure: 22 mg (0.06 mmol) of Compound 2 was dissolved in 200 μl of pyridine, 11.6 μl (0.15 mmol) of methanesulfonyl chloride was added dropwise, then the resultant mixture was stirred at room temperature overnight. An excess amount of water was added to the reaction solution and the mixture was extracted with ethyl acetate. The organic layer was washed with 1N aqueous hydrochloric acid solution and saturated saline, then dried over anhydrous magnesium sulfate and concentrated to obtain a crude product. ... Starting materials: C(C)OC(C(=O)OCC)=O (Diethyloxalate), FC1=CC=C(N)C=C1 (p-fluoroaniline). Run in C(C)O (ethanol). The product is CCOC(=O)C(=O)NC1=CC=C(C=C1)F (ethyl 4'-fluorooxanilate). The yield is 60.0%. As a reaction SMILES: C(O[C:4](=[O:10])[C:5]([O:7][CH2:8][CH3:9])=[O:6])C.[F:11][C:12]1[CH:18]=[CH:17][C:15]([NH2:16])=[CH:14][CH:13]=1>C(O)C>[CH3:9][CH2:8][O:7][C:5]([C:4]([NH:16][C:15]1[CH:17]=[CH:18][C:12]([F:11])=[CH:13][CH:14]=1)=[O:10])=[O:6]. Procedure: Diethyloxalate (133 g) and p-fluoroaniline (100 g) were refluxed together for 2 hours, during which time the temperature dropped from 160° to 100°. The dark coloured mixture (with suspended crystalline solid) so produced was allowed to cool to 90°, and then diluted with ethanol (100 ml). After cooling overnight, the crystalline product was filtered off and washed thoroughly with cyclohexane. The white solid so obtained, was thoroughly dried to give ethyl 4'-fluorooxanilate (114 g; 60% yield), m.... The reactants are [Al+3], CC(=O)Cl, [Cl-], [Cl-], [Cl-], COc1ccc2ccccc2c1Cl, O=[N+]([O-])c1ccccc1. The product is COc1ccc2cc(C(C)=O)ccc2c1Cl. As a reaction SMILES: [Al+3:19].[CH3:14][C:15]([Cl:16])=[O:17].[Cl-:18].[Cl-:20].[Cl-:21].[Cl:1][c:2]1[c:3]([O:12][CH3:13])[cH:4][cH:5][c:6]2[cH:7][cH:8][cH:9][cH:10][c:11]12.[O-:22][N+:23]([c:24]1[cH:25][cH:26][cH:27][cH:28][cH:29]1)=[O:30]>>[Cl:1][c:2]1[c:3]([O:12][CH3:13])[cH:4][cH:5][c:6]2[cH:7][c:8]([C:15]([CH3:14])=[O:17])[cH:9][cH:10][c:11]12. The reactants are C1(=CC=CC=C1)N1C(CN(CC1)CC1=CC=CC=C1)C#N (1-phenyl-4-(phenylmethyl)-2-piperazinecarbonitrile), [H-].[Al+3].[Li+].[H-].[H-].[H-] (lithium aluminum hydride). Product: C1(=CC=CC=C1)N1C(CN(CC1)CC1=CC=CC=C1)CN (1-Phenyl-4-(phenylmethyl)-2-piperazinemethanamine). Reaction SMILES: [C:1]1([N:7]2[CH2:12][CH2:11][N:10]([CH2:13][C:14]3[CH:19]=[CH:18][CH:17]=[CH:16][CH:15]=3)[CH2:9][CH:8]2[C:20]#[N:21])[CH:6]=[CH:5][CH:4]=[CH:3][CH:2]=1.[H-].[Al+3].[Li+].[H-].[H-].[H-]>>[C:1]1([N:7]2[CH2:12][CH2:11][N:10]([CH2:13][C:14]3[CH:19]=[CH:18][CH:17]=[CH:16][CH:15]=3)[CH2:9][CH:8]2[CH2:20][NH2:21])[CH:6]=[CH:5][CH:4]=[CH:3][CH:2]=1 |f:1.2.3.4.5.6|. Procedure: In a manner similar to Preparation 2, react 1-phenyl-4-(phenylmethyl)-2-piperazinecarbonitrile (16.6 g, 60 mmol) with lithium aluminum hydride (6.8 g, 180 mmol) to obtain the title compound.